This data is from the Open Reaction Database (ORD), a public repository of structured organic reaction records. The task is: describe an organic reaction: reactants, conditions, products, and yield Starting materials: C(C)NC1=C(C=CC(=C1)OC)C1CC2=CC=C(C=C2CC1)OC (ethyl[5-methoxy-2-(6-methoxy-1,2,3,4-tetrahydronaphthalen-2-yl)phenyl]amine), Cl.FC=1C=C(C(=O)O)C=CC1OCCN1CCCCC1 (3-fluoro-4-(2-piperidin-1-ylethoxy)benzoic acid hydrochloride), C(C)N(C1=C(C=CC(=C1)OC)C1CC2=CC=C(C=C2CC1)OC)CC1=CC(=C(C=C1)OCCN1CCCCC1)F (ethyl[3-fluoro-4-(2-piperidin-1-ylethoxy)benzyl][5-methoxy-2-(6-methoxy-1,2,3,4-tetrahydronaphthalen-2-yl)phenyl]amine). The yield is 92.4%. Procedure: Synthesized from ethyl[5-methoxy-2-(6-methoxy-1,2,3,4-tetrahydronaphthalen-2-yl)phenyl]amine and 3-fluoro-4-(2-piperidin-1-ylethoxy)benzoic acid hydrochloride according to an analogous synthetic method to Example 152, ethyl[3-fluoro-4-(2-piperidin-1-ylethoxy)benzyl][5-methoxy-2-(6-methoxy-1,2,3,4-tetrahydronaphthalen-2-yl)phenyl]amine (276 mg) was used according to an analogous synthetic method to Example 111 to provide the title compound (242 mg). Product: C(C)N(C1=C(C=CC(=C1)O)C1CC=2C=CC(=CC2CC1)O)CC1=CC(=C(C=C1)OCCN1CCCCC1)F (6-{2-{Ethyl[3-fluoro-4-(2-piperidin-1-ylethoxy)benzyl]amino}-4-hydroxyphenyl}-5,6,7,8-tetrahydronaphthalen-2-ol). Reaction SMILES: C(NC1C=C(OC)C=CC=1C1CCC2C(=CC=C(OC)C=2)C1)C.Cl.FC1C=C(C=CC=1OCCN1CCCCC1)C(O)=O.[CH2:44]([N:46]([CH2:67][C:68]1[CH:73]=[CH:72][C:71]([O:74][CH2:75][CH2:76][N:77]2[CH2:82][CH2:81][CH2:80][CH2:79][CH2:78]2)=[C:70]([F:83])[CH:69]=1)[C:47]1[CH:52]=[C:51]([O:53]C)[CH:50]=[CH:49][C:48]=1[CH:55]1[CH2:64][CH2:63][C:62]2[C:57](=[CH:58][CH:59]=[C:60]([O:65]C)[CH:61]=2)[CH2:56]1)[CH3:45]>>[CH2:44]([N:46]([CH2:67][C:68]1[CH:73]=[CH:72][C:71]([O:74][CH2:75][CH2:76][N:77]2[CH2:82][CH2:81][CH2:80][CH2:79][CH2:78]2)=[C:70]([F:83])[CH:69]=1)[C:47]1[CH:52]=[C:51]([OH:53])[CH:50]=[CH:49][C:48]=1[CH:55]1[CH2:64][CH2:63][C:62]2[CH:61]=[C:60]([OH:65])[CH:59]=[CH:58][C:57]=2[CH2:56]1)[CH3:45] |f:1.2|.